This data is from the Open Reaction Database (ORD), a public repository of structured organic reaction records. The task is: describe an organic reaction: reactants, conditions, products, and yield Product: BrC1=CC(=C(C=C1)NC1=NC(=NC=C1C(F)(F)F)NC1=C(C=C(CP(OCC)(OCC)=O)C=C1)OC)C(NC)=O (Diethyl (4-{[4-{[4-bromo-2-(methylcarbamoyl)phenyl]amino}-5-(trifluoromethyl)pyrimidin-2-yl]amino}-3-methoxybenzyl)phosphonate). Reactants: ClC1=NC(=NC=C1C(F)(F)F)NC1=C(C=C(CP(OCC)(OCC)=O)C=C1)OC (diethyl (4-{[4-chloro-5-(trifluoromethyl) pyrimidin-2-yl]amino}-3-methoxybenzyl)phosphonate), NC1=C(C(=O)NC)C=C(C=C1)Br (2-Amino-5-bromo-N-methylbenzamide), ( 100 ). Reported procedure: The title compound was prepared using the procedure for Example 102 with diethyl (4-{[4-chloro-5-(trifluoromethyl) pyrimidin-2-yl]amino}-3-methoxybenzyl)phosphonate and Compound 106A. MS (ES+): tn/z 646.31 (100) [MH+]; HPLC: tR=1.14 min (UPLC, purity). RXN SMILES: Cl[C:2]1[C:7]([C:8]([F:11])([F:10])[F:9])=[CH:6][N:5]=[C:4]([NH:12][C:13]2[CH:27]=[CH:26][C:16]([CH2:17][P:18](=[O:25])([O:22][CH2:23][CH3:24])[O:19][CH2:20][CH3:21])=[CH:15][C:14]=2[O:28][CH3:29])[N:3]=1.[NH2:30][C:31]1[CH:40]=[CH:39][C:38]([Br:41])=[CH:37][C:32]=1[C:33]([NH:35][CH3:36])=[O:34]>>[Br:41][C:38]1[CH:39]=[CH:40][C:31]([NH:30][C:2]2[C:7]([C:8]([F:10])([F:11])[F:9])=[CH:6][N:5]=[C:4]([NH:12][C:13]3[CH:27]=[CH:26][C:16]([CH2:17][P:18](=[O:25])([O:19][CH2:20][CH3:21])[O:22][CH2:23][CH3:24])=[CH:15][C:14]=3[O:28][CH3:29])[N:3]=2)=[C:32]([C:33](=[O:34])[NH:35][CH3:36])[CH:37]=1. Starting materials: CC1=NC=2C(=NC3=C(NC2S1)C=CC=C3)N3C[C@@H](NCC3)CCO ((S)-2-[4-(2-methyl-4H-3-thia-1,4,9-triazabenzo[f]azulene-10-yl)-piperazin-2-yl]-ethanol), C=O (formaldehyde), C(C)(=O)O[BH-](OC(C)=O)OC(C)=O.[Na+] (sodium triacetoxyborohydride), ClC(C)Cl (dichloroethane). The solvent is C([O-])(O)=O.[Na+] (sodium bicarbonate). Yields the product Cl.Cl.CN1[C@H](CN(CC1)C1=NC2=C(NC=3SC(=NC13)C)C=CC=C2)CCO ((S)-2-[1-Methyl-4-(2-methyl-4H-3-thia-1,4,9-triazabenzo[f]azulene-10-yl)piperazin-2-yl]ethanol dihydrochloride). The yield is 46.0%. Reaction SMILES: [CH3:1][C:2]1[S:11][C:10]2[NH:9][C:8]3[CH:12]=[CH:13][CH:14]=[CH:15][C:7]=3[N:6]=[C:5]([N:16]3[CH2:21][CH2:20][NH:19][C@@H:18]([CH2:22][CH2:23][OH:24])[CH2:17]3)[C:4]=2[N:3]=1.C=O.[C:27](O[BH-](OC(=O)C)OC(=O)C)(=O)C.[Na+].[Cl:41]C(Cl)C>C(=O)(O)[O-].[Na+]>[ClH:41].[ClH:41].[CH3:27][N:19]1[CH2:20][CH2:21][N:16]([C:5]2[C:4]3[N:3]=[C:2]([CH3:1])[S:11][C:10]=3[NH:9][C:8]3[CH:12]=[CH:13][CH:14]=[CH:15][C:7]=3[N:6]=2)[CH2:17][C@@H:18]1[CH2:22][CH2:23][OH:24] |f:2.3,5.6,7.8.9|. Reported procedure: Combine material from Example 300 (0.080 g, 0.233 mmol), formaldehyde (25 μL, 0.303 mmol, 37% aqueous solution), and sodium triacetoxyborohydride (74 mg, 0.349 mmol) in dichloroethane (8 mL) and stir at room temperature overnight. Dilute the mixture with saturated aqueous sodium bicarbonate and extract three times with dichloromethane. Combine the organic layers, dry over sodium sulfate and concentrate under reduced pressure. Purify by flash chromatography, eluting with a step gradient starting ... As a reaction SMILES: [Cl:1][C:2]1[CH:7]=[CH:6][CH:5]=[CH:4][C:3]=1[C:8]([F:11])([F:10])[F:9].C([Li])CCC.CN(C)[CH:19]=[O:20].O>O1CCCC1.CCCCCC>[Cl:1][C:2]1[C:3]([C:8]([F:9])([F:10])[F:11])=[CH:4][CH:5]=[CH:6][C:7]=1[CH:19]=[O:20]. The reactants are C(CCC)[Li] (butyllithium), CN(C=O)C (dimethylformamide), O (water), ClC1=C(C=CC=C1)C(F)(F)F (2-chlorotrifluoromethylbenzene). Yields the product ClC1=C(C=O)C=CC=C1C(F)(F)F (2-Chloro-3-trifluoromethylbenzaldehyde). Run in CCCCCC (hexane), O1CCCC1 (tetrahydrofuran), O1CCCC1 (tetrahydrofuran). Procedure details: A solution of 0.6 mole of 2-chlorotrifluoromethylbenzene in 1 l of tetrahydrofuran is cooled to -65° C. and 0.58 mole of butyllithium dissolved in hexane is added. The mixture is maintained at the same temperature for 2 hours and a mixture containing 44 ml of dimethylformamide and 200 ml of tetrahydrofuran is then added dropwise. The reaction medium is allowed to return to ambient temperature, 600 ml of water are added, extraction is then carried out with ethyl ether followed by evaporation to d... The reactants are NS(=O)(=O)c1ccc(-n2nc(C(F)(F)F)cc2-c2ccc(Br)cc2)cn1, CCOCC, CN(C)C=O, O=C1CCC(=O)N1Cl, [Na+], [Na+], O=S([O-])([O-])=S. As a reaction SMILES: [Br:1][c:2]1[cH:3][cH:4][c:5](-[c:8]2[cH:9][c:10]([C:23]([F:24])([F:25])[F:26])[n:11][n:12]2-[c:13]2[cH:14][cH:15][c:16]([S:19](=[O:20])(=[O:21])[NH2:22])[n:17][cH:18]2)[cH:6][cH:7]1.[CH3:42][CH2:43][O:44][CH2:45][CH3:46].[CH3:47][N:48]([CH3:49])[CH:50]=[O:51].[Cl:27][N:28]1[C:29](=[O:30])[CH2:31][CH2:32][C:33]1=[O:34].[Na+:40].[Na+:41].[S:35]([O-:36])([O-:37])(=[O:38])=[S:39]>>[Br:1][c:2]1[cH:3][cH:4][c:5](-[c:8]2[c:9]([Cl:27])[c:10]([C:23]([F:24])([F:25])[F:26])[n:11][n:12]2-[c:13]2[cH:14][cH:15][c:16]([S:19](=[O:20])(=[O:21])[NH2:22])[n:17][cH:18]2)[cH:6][cH:7]1. Product: NS(=O)(=O)c1ccc(-n2nc(C(F)(F)F)c(Cl)c2-c2ccc(Br)cc2)cn1. Starting materials: CS(C)=O, O=C(O)c1cc(F)cnc1Cl, Oc1ccc(F)c(Cl)c1, Oc1cccc(C(F)(F)F)c1. Product: O=C(O)c1cc(F)cnc1Oc1ccc(F)c(Cl)c1. Reaction SMILES: [CH3:32][S:33]([CH3:34])=[O:35].[Cl:1][c:2]1[c:3]([C:4](=[O:5])[OH:6])[cH:7][c:8]([F:11])[cH:9][n:10]1.[Cl:23][c:24]1[cH:25][c:26]([OH:31])[cH:27][cH:28][c:29]1[F:30].[F:12][C:13]([F:14])([F:15])[c:16]1[cH:17][c:18]([OH:19])[cH:20][cH:21][cH:22]1>>[c:2]1([O:31][c:26]2[cH:25][c:24]([Cl:23])[c:29]([F:30])[cH:28][cH:27]2)[c:3]([C:4](=[O:5])[OH:6])[cH:7][c:8]([F:11])[cH:9][n:10]1. The reactants are ClC=1C=C(C2=C(CCO2)C1N)C=1OC(=NN1)C1CCN(CC1)C1CCOCC1 (5-chloro-7-{5-[1-(tetrahydro pyran-4-yl) piperidin-4-yl]-[1,3,4]oxadiazol-2-yl}-2,3-dihydro benzofuran-4-ylamine), C(C(=O)O)(=O)O (oxalic acid). Solvent: CC(C)O (2-propanol), C(C)O (ethanol). Conditions: time 1 hour. Product: C(C(=O)O)(=O)O.ClC=1C=C(C2=C(CCO2)C1N)C=1OC(=NN1)C1CCN(CC1)C1CCOCC1 (5-chloro-7-{5-[1-(tetrahydro pyran-4-yl) piperidin-4-yl]-[1,3,4]oxadiazol-2-yl}-2,3-dihydro benzofuran-4-ylamine oxalate salt). The yield is 90.9%. RXN SMILES: [Cl:1][C:2]1[CH:3]=[C:4]([C:12]2[O:13][C:14]([CH:17]3[CH2:22][CH2:21][N:20]([CH:23]4[CH2:28][CH2:27][O:26][CH2:25][CH2:24]4)[CH2:19][CH2:18]3)=[N:15][N:16]=2)[C:5]2[O:9][CH2:8][CH2:7][C:6]=2[C:10]=1[NH2:11].[C:29]([OH:34])(=[O:33])[C:30]([OH:32])=[O:31]>C(O)C.CC(O)C>[C:29]([OH:34])(=[O:33])[C:30]([OH:32])=[O:31].[Cl:1][C:2]1[CH:3]=[C:4]([C:12]2[O:13][C:14]([CH:17]3[CH2:18][CH2:19][N:20]([CH:23]4[CH2:28][CH2:27][O:26][CH2:25][CH2:24]4)[CH2:21][CH2:22]3)=[N:15][N:16]=2)[C:5]2[O:9][CH2:8][CH2:7][C:6]=2[C:10]=1[NH2:11] |f:4.5|. Procedure details: To a stirred solution of 5-chloro-7-{5-[1-(tetrahydro pyran-4-yl) piperidin-4-yl]-[1,3,4]oxadiazol-2-yl}-2,3-dihydro benzofuran-4-ylamine (20.4 mg, 0.05 mmol) in ethanol (2 mL), oxalic acid (6.0 mg, 0.05 mmol) was added. After stirring at room temperature for 1 hour the reaction was further diluted with 2-propanol and refluxed for 2 hour; The volatiles were removed under reduced pressure and the crude product obtained was triturated with ether, dried under vacuum to obtain 5-chloro-7-{5-[1-(tetr... The reactants are Cn1cc(CNC(=O)Nc2ccc(B3OC(C)(C)C(C)(C)O3)cc2)cn1, CCO, CC1COCCN1c1cc(C(C)(C)O)nc(Cl)n1, Cl, [Na+], [Na+], O=C([O-])[O-], CN(C)C=O, O. Yields the product CC1COCCN1c1cc(C(C)(C)O)nc(-c2ccc(NC(=O)NCc3cnn(C)c3)cc2)n1. Reaction SMILES: [CH3:19][n:20]1[n:21][cH:22][c:23]([CH2:25][NH:26][C:27]([NH:28][c:29]2[cH:30][cH:31][c:32]([B:35]3[O:36][C:37]([CH3:38])([CH3:39])[C:40]([CH3:41])([CH3:42])[O:43]3)[cH:33][cH:34]2)=[O:44])[cH:24]1.[CH3:57][CH2:58][OH:59].[Cl:1][c:2]1[n:3][c:4]([N:12]2[CH:13]([CH3:18])[CH2:14][O:15][CH2:16][CH2:17]2)[cH:5][c:6]([C:8]([CH3:9])([CH3:10])[OH:11])[n:7]1.[ClH:51].[Na+:45].[Na+:46].[O-:47][C:48](=[O:49])[O-:50].[O:52]=[CH:53][N:54]([CH3:55])[CH3:56].[OH2:60]>>[c:2]1(-[c:32]2[cH:31][cH:30][c:29]([NH:28][C:27]([NH:26][CH2:25][c:23]3[cH:22][n:21][n:20]([CH3:19])[cH:24]3)=[O:44])[cH:34][cH:33]2)[n:3][c:4]([N:12]2[CH:13]([CH3:18])[CH2:14][O:15][CH2:16][CH2:17]2)[cH:5][c:6]([C:8]([CH3:9])([CH3:10])[OH:11])[n:7]1. Reactants: [OH-].[Li+] (lithium hydroxide), Cl (hydrochloric acid), ClC1=CC=C(C=C1)C1=NN(C(N1C1CC1)=O)CC(=O)NC(C(=O)NC1(CC1)C(=O)OCC)C1=CC(=CC=C1)C(F)(F)F (Ethyl 1-({({[3-(4-chlorophenyl)-4-cyclopropyl-5-oxo-4,5-dihydro-1H-1,2,4-triazol-1-yl]acetyl}-amino) [3-(trifluoromethyl)phenyl]acetyl}amino)cyclopropanecarboxylate), [OH-].[Na+] (sodium hydroxide). Solvent: CO (methanol), CS(=O)C (DMSO). Reaction conditions: time 8 hour. The product is ClC1=CC=C(C=C1)C1=NN(C(N1C1CC1)=O)CC(=O)NC(C(=O)NC1(CC1)C(=O)O)C1=CC(=CC=C1)C(F)(F)F (1-({({[3-(4-Chlorophenyl)-4-cyclopropyl-5-oxo-4,5-dihydro-1H-1,2,4-triazol-1-yl]acetyl}-amino)[3-(trifluoromethyl)phenyl}acetyl]amino)cyclopropanecarboxylic acid). RXN SMILES: [Cl:1][C:2]1[CH:7]=[CH:6][C:5]([C:8]2[N:12]([CH:13]3[CH2:15][CH2:14]3)[C:11](=[O:16])[N:10]([CH2:17][C:18]([NH:20][CH:21]([C:33]3[CH:38]=[CH:37][CH:36]=[C:35]([C:39]([F:42])([F:41])[F:40])[CH:34]=3)[C:22]([NH:24][C:25]3([C:28]([O:30]CC)=[O:29])[CH2:27][CH2:26]3)=[O:23])=[O:19])[N:9]=2)=[CH:4][CH:3]=1.[OH-].[Li+].[OH-].[Na+].Cl>CO.CS(C)=O>[Cl:1][C:2]1[CH:7]=[CH:6][C:5]([C:8]2[N:12]([CH:13]3[CH2:14][CH2:15]3)[C:11](=[O:16])[N:10]([CH2:17][C:18]([NH:20][CH:21]([C:33]3[CH:38]=[CH:37][CH:36]=[C:35]([C:39]([F:40])([F:41])[F:42])[CH:34]=3)[C:22]([NH:24][C:25]3([C:28]([OH:30])=[O:29])[CH2:27][CH2:26]3)=[O:23])=[O:19])[N:9]=2)=[CH:4][CH:3]=1 |f:1.2,3.4|. Procedure details: 64 mg (0.106 mmol) of the compound of Example 5 were dissolved in 3 ml of methanol, and 422 μl of a 1M aqueous lithium hydroxide solution (0.42 mmol) were added. The mixture was stirred at RT overnight. Since the reaction was very slow, another 210 μl (0.21 mmol) of a 1M sodium hydroxide solution were added and the mixture was stirred at RT for another 5 days. By addition of 1N hydrochloric acid, the mixture was adjusted to pH 2, diluted with a little DMSO and separated by preparative HPLC [Meth... Starting materials: OCc1ccc(Cl)c(Cl)c1, CCOC(=O)N=NC(=O)OCC, C1CCOC1, Cc1cc(C=O)ccc1O, c1ccc(P(c2ccccc2)c2ccccc2)cc1, Cc1ccccc1. Product: Cc1cc(C=O)ccc1OCc1ccc(Cl)c(Cl)c1. Reaction SMILES: [Cl:11][c:12]1[cH:13][c:14]([CH2:15][OH:16])[cH:17][cH:18][c:19]1[Cl:20].[N:47]([C:48]([O:49][CH2:50][CH3:51])=[O:52])=[N:53][C:54]([O:55][CH2:56][CH3:57])=[O:58].[O:59]1[CH2:60][CH2:61][CH2:62][CH2:63]1.[OH:1][c:2]1[c:3]([CH3:10])[cH:4][c:5]([CH:6]=[O:7])[cH:8][cH:9]1.[c:21]1([P:22]([c:23]2[cH:24][cH:25][cH:26][cH:27][cH:28]2)[c:29]2[cH:30][cH:31][cH:32][cH:33][cH:34]2)[cH:35][cH:36][cH:37][cH:38][cH:39]1.[c:40]1([CH3:41])[cH:42][cH:43][cH:44][cH:45][cH:46]1>>[O:1]([c:2]1[c:3]([CH3:10])[cH:4][c:5]([CH:6]=[O:7])[cH:8][cH:9]1)[CH2:15][c:14]1[cH:13][c:12]([Cl:11])[c:19]([Cl:20])[cH:18][cH:17]1.